This data is from the Open Reaction Database (ORD), a public repository of structured organic reaction records. The task is: describe an organic reaction: reactants, conditions, products, and yield As a reaction SMILES: [CH2:1]([CH3:2])[O:3][C:4](=[O:5])[c:6]1[cH:7][cH:8][c:9](-[c:12]2[cH:13][c:14]([C:19](=[O:20])[OH:21])[cH:15][cH:16][c:17]2[Cl:18])[cH:10][cH:11]1.[CH3:35][CH2:36][N:37]=[C:38]=[N:39][CH2:40][CH2:41][CH2:42][N:43]([CH3:44])[CH3:45].[CH3:56][N:57]1[CH2:58][CH2:59][O:60][CH2:61][CH2:62]1.[NH2:22][c:23]1[cH:24][cH:25][c:26]([N:29]2[CH2:30][CH2:31][O:32][CH2:33][CH2:34]2)[cH:27][cH:28]1.[O:63]=[CH:64][N:65]([CH3:66])[CH3:67].[OH2:68].[OH:46][n:47]1[c:48]2[c:49]([cH:50][cH:51][cH:52][cH:53]2)[n:54][n:55]1>>[CH2:1]([CH3:2])[O:3][C:4](=[O:5])[c:6]1[cH:7][cH:8][c:9](-[c:12]2[cH:13][c:14]([C:19](=[O:21])[NH:22][c:23]3[cH:24][cH:25][c:26]([N:29]4[CH2:30][CH2:31][O:32][CH2:33][CH2:34]4)[cH:27][cH:28]3)[cH:15][cH:16][c:17]2[Cl:18])[cH:10][cH:11]1. The reactants are CCOC(=O)c1ccc(-c2cc(C(=O)O)ccc2Cl)cc1, CCN=C=NCCCN(C)C, CN1CCOCC1, Nc1ccc(N2CCOCC2)cc1, CN(C)C=O, O, On1nnc2ccccc21. Yields the product CCOC(=O)c1ccc(-c2cc(C(=O)Nc3ccc(N4CCOCC4)cc3)ccc2Cl)cc1. Reactants: N[C@@H](C(C)C)C(=O)O (Val), AC2O-pyridine, C(C1=CC=CC=C1)(C1=CC=CC=C1)N (Benzhydrylamine), N([C@@H](C(C)C)C(=O)O)C(=O)OC(C)(C)C (Boc-Val-OH), C1(CCCCC1)N=C=NC1CCCCC1 (dicyclohexylcarbodiimide). The solvent is C(Cl)Cl (CH2Cl2). The product is N([C@@H](C(C)C)C(=O)O)C(=O)OC(C)(C)C.C(C1=CC=CC=C1)(C1=CC=CC=C1)N (Boc-Val Benzhydrylamine). RXN SMILES: [CH:1]([NH2:14])([C:8]1[CH:13]=[CH:12][CH:11]=[CH:10][CH:9]=1)[C:2]1[CH:7]=[CH:6][CH:5]=[CH:4][CH:3]=1.[NH:15]([C:23]([O:25][C:26]([CH3:29])([CH3:28])[CH3:27])=[O:24])[C@H:16]([C:20]([OH:22])=[O:21])[CH:17]([CH3:19])[CH3:18].C1(N=C=NC2CCCCC2)CCCCC1.N[C@H](C(O)=O)C(C)C>C(Cl)Cl>[NH:15]([C:23]([O:25][C:26]([CH3:28])([CH3:27])[CH3:29])=[O:24])[C@H:16]([C:20]([OH:22])=[O:21])[CH:17]([CH3:19])[CH3:18].[CH:1]([NH2:14])([C:8]1[CH:9]=[CH:10][CH:11]=[CH:12][CH:13]=1)[C:2]1[CH:7]=[CH:6][CH:5]=[CH:4][CH:3]=1 |f:5.6|. Reported procedure: Benzhydrylamine-resin (BHA) (5.0 g, 0.5-0.7 meg/g) was coupled with Boc-Val-OH (3.04 g, 14 mmol) in CH2Cl2 (25 mL) with dicyclohexylcarbodiimide (DCC) (2.88 g) for 18 hrs. The resultant BOC-Val-BHA-resin was washed with CH2Cl2 (2×75 mL), DMF (1×75 mL), MeOH (2×75 mL), CH2Cl2 (2×75 mL) and dried. An aliquot was hydrolyzed (1 mL of 6M propionic-HCl at 130° for 2 hours). Amino acid analysis showed a substitution of 0.33 mmol of Val per gram of resin. The remaining amino groups were acetylated with ... Reactants: BrC1=CC(=C(N)C=C1OC)OC (4-bromo-2,5-dimethoxyaniline), FC=1C=C(C(=O)O)C=CC1OC (3-fluoro-4-methoxybenzoic acid). The product is BrC1=CC2=C(N=C(O2)C2=CC(=C(C=C2)O)F)C=C1O (6-Bromo-2-(3-fluoro-4-hydroxyphenyl)-1,3-benzoxazol-5-ol). As a reaction SMILES: [Br:1][C:2]1[C:8]([O:9]C)=[CH:7][C:5]([NH2:6])=[C:4]([O:11][CH3:12])[CH:3]=1.[F:13][C:14]1[CH:15]=[C:16]([CH:20]=[CH:21][C:22]=1[O:23]C)C(O)=O>>[Br:1][C:2]1[C:8]([OH:9])=[CH:7][C:5]2[N:6]=[C:12]([C:16]3[CH:20]=[CH:21][C:22]([OH:23])=[C:14]([F:13])[CH:15]=3)[O:11][C:4]=2[CH:3]=1. Procedure details: The title compound was prepared in substantially the same manner as described in Example 16, from 4-bromo-2,5-dimethoxyaniline, and 3-fluoro-4-methoxybenzoic acid and was obtained as a white solid, m.p. 224-226° C.; MS m/e 322 (M−H)+. The product is CC(C)CNCC1CN(C(=O)OC(C)(C)C)CCN1C(=O)OC(C)(C)C. The reactants are B, C1CCOC1, C1CCOC1, CC(C)CNC(=O)C1CN(C(=O)OC(C)(C)C)CCN1C(=O)OC(C)(C)C, CO. As a reaction SMILES: [BH3:28].[CH2:29]1[O:30][CH2:31][CH2:32][CH2:33]1.[CH2:34]1[O:35][CH2:36][CH2:37][CH2:38]1.[CH3:1][CH:2]([CH2:3][NH:4][C:5](=[O:6])[CH:7]1[N:8]([C:20](=[O:21])[O:22][C:23]([CH3:24])([CH3:25])[CH3:26])[CH2:9][CH2:10][N:11]([C:13](=[O:14])[O:15][C:16]([CH3:17])([CH3:18])[CH3:19])[CH2:12]1)[CH3:27].[CH3:39][OH:40]>>[CH3:1][CH:2]([CH2:3][NH:4][CH2:5][CH:7]1[N:8]([C:20](=[O:21])[O:22][C:23]([CH3:24])([CH3:25])[CH3:26])[CH2:9][CH2:10][N:11]([C:13](=[O:14])[O:15][C:16]([CH3:17])([CH3:18])[CH3:19])[CH2:12]1)[CH3:27]. Reactants: BrC1=NC=2N(C(N(C(C2N1)=O)CCCO)=O)C (8-bromo-1-(3-hydroxypropyl)-3-methyl-1H-purine-2,6(3H,7H)-dione), ClCC=1SC(=CN1)C (2-(chloromethyl)-5-methylthiazole), ClCC=1SC(=CN1)C (2-(chloromethyl)-5-methylthiazole), C([O-])([O-])=O.[K+].[K+] (potassium carbonate). Reaction conditions: temperature 60 celsius. The solvent is CN(C)C=O (DMF). Reaction SMILES: [Br:1][C:2]1[NH:10][C:9]2[C:8](=[O:11])[N:7]([CH2:12][CH2:13][CH2:14][OH:15])[C:6](=[O:16])[N:5]([CH3:17])[C:4]=2[N:3]=1.Cl[CH2:19][C:20]1[S:21][C:22]([CH3:25])=[CH:23][N:24]=1.C(=O)([O-])[O-].[K+].[K+]>CN(C=O)C.CCCC[N+](CCCC)(CCCC)CCCC.[I-]>[Br:1][C:2]1[N:10]([CH2:19][C:20]2[S:21][C:22]([CH3:25])=[CH:23][N:24]=2)[C:9]2[C:8](=[O:11])[N:7]([CH2:12][CH2:13][CH2:14][OH:15])[C:6](=[O:16])[N:5]([CH3:17])[C:4]=2[N:3]=1 |f:2.3.4,6.7|. The reagents and catalysts are CCCC[N+](CCCC)(CCCC)CCCC.[I-] (TBAI). Yields the product BrC1=NC=2N(C(N(C(C2N1CC=1SC(=CN1)C)=O)CCCO)=O)C (8-bromo-1-(3-hydroxypropyl)-3-methyl-7-((5-methylthiazol-2-yl)methyl)-1H-purine-2,6(3H,7H)-dione). Yield: 58.5%. Reported procedure: To a solution of 8-bromo-1-(3-hydroxypropyl)-3-methyl-1H-purine-2,6(3H,7H)-dione (0.5 g, 1.65 mmol) in DMF (50 mL) was added 2-(chloromethyl)-5-methylthiazole (0.27 g, 1.81 mmol, intermediate 4), potassium carbonate (0.34 g, 2.48 mmol) and TBAI (2 mg, 0.02 mmol). The mixture was heated at 60° C. for 3 h. The mixture was cooled; then partitioned between ethyl acetate and water. The organic layers were combined, dried over sodium sulfate, filtered and concentrated. The residue was purified by a co...